Dataset: the Open Reaction Database (ORD), a public repository of structured organic reaction records. Task: describe an organic reaction: reactants, conditions, products, and yield Starting materials: C1(=CC=CC=C1)N1C(=C(C=C1)C(F)(F)F)CO ([1-phenyl-3-(trifluoromethyl)-1H-pyrrol-2-yl]methanol), P(CCCC)(CCCC)CCCC (Bu3P), FC=1C=C(C=C(C1O)F)CCC(=O)OCC (ethyl 3-(3,5-difluoro-4-hydroxyphenyl)propanoate), C1CCN(CC1)C(=O)N=NC(=O)N2CCCCC2 (ADDP). Solvent: C1(=CC=CC=C1)C (toluene). Reaction conditions: temperature 60 celsius, time 8 hour. Yields the product FC=1C=C(C=C(C1OCC=1N(C=CC1C(F)(F)F)C1=CC=CC=C1)F)CCC(=O)OCC (ethyl 3-(3,5-difluoro-4-[[1-phenyl-3-(trifluoromethyl)-1H-pyrrol-2-yl]methoxy]phenyl)propanoate). Yield: 46.2%. RXN SMILES: [C:1]1([N:7]2[CH:11]=[CH:10][C:9]([C:12]([F:15])([F:14])[F:13])=[C:8]2[CH2:16][OH:17])[CH:6]=[CH:5][CH:4]=[CH:3][CH:2]=1.[F:18][C:19]1[CH:20]=[C:21]([CH2:27][CH2:28][C:29]([O:31][CH2:32][CH3:33])=[O:30])[CH:22]=[C:23]([F:26])[C:24]=1O.C1CCN(C(N=NC(N2CCCCC2)=O)=O)CC1.P(CCCC)(CCCC)CCCC>C1(C)C=CC=CC=1>[F:18][C:19]1[CH:20]=[C:21]([CH2:27][CH2:28][C:29]([O:31][CH2:32][CH3:33])=[O:30])[CH:22]=[C:23]([F:26])[C:24]=1[O:17][CH2:16][C:8]1[N:7]([C:1]2[CH:2]=[CH:3][CH:4]=[CH:5][CH:6]=2)[CH:11]=[CH:10][C:9]=1[C:12]([F:13])([F:14])[F:15]. Procedure details: Into a 50-mL round-bottom flask purged and maintained with an inert atmosphere of nitrogen, was placed [1-phenyl-3-(trifluoromethyl)-1H-pyrrol-2-yl]methanol (260 mg, 1.05 mmol, 1.00 equiv, 97%), ethyl 3-(3,5-difluoro-4-hydroxyphenyl)propanoate (281 mg, 1.22 mmol, 1.20 equiv), ADDP (642 mg, 2.56 mmol, 2.50 equiv), Bu3P (309 mg, 1.53 mmol, 1.50 equiv) and toluene (5 mL). The resulting solution was stirred overnight at 60° C. in an oil bath. The resulting mixture was then concentrated under vacuum.... Reactants: C([O-])([O-])=O.[K+].[K+] (potassium carbonate), ClC(C(=O)OC)C (methyl 2-chloropropanoate), N1(CCOCC1)CC1=C(C=C(C=C1)CC)O (2-(morpholin-4-ylmethyl)-5-ethylphenol), CN(C=O)C (N,N-dimethylformamide). Solvent: C1(=CC=CC=C1)C (toluene). Conditions: temperature 110 celsius, time 48 hour. Product: N1(CCOCC1)CC1=C(OC(C(=O)OC)C)C=C(C=C1)CC (methyl 2-[2-(morpholin-4-ylmethyl)-5-ethylphenoxy]propanoate). Isolated yield 84.5%. Reaction SMILES: C(=O)([O-])[O-].[K+].[K+].[N:7]1([CH2:13][C:14]2[CH:19]=[CH:18][C:17]([CH2:20][CH3:21])=[CH:16][C:15]=2[OH:22])[CH2:12][CH2:11][O:10][CH2:9][CH2:8]1.CN(C)C=O.Cl[CH:29]([CH3:34])[C:30]([O:32][CH3:33])=[O:31]>C1(C)C=CC=CC=1>[N:7]1([CH2:13][C:14]2[CH:19]=[CH:18][C:17]([CH2:20][CH3:21])=[CH:16][C:15]=2[O:22][CH:29]([CH3:34])[C:30]([O:32][CH3:33])=[O:31])[CH2:12][CH2:11][O:10][CH2:9][CH2:8]1 |f:0.1.2|. Reported procedure: To a one liter round bottom flask equipped with a mechanical stirrer and a thermometer was added 157.13 grams (1.14 moles--1.3 equiv.) of potassium carbonate, followed by 215.27 grams (0.875 mole--1.0 equiv.) of 89.9% pure 2-(morpholin-4-ylmethyl)-5-ethylphenol, and 230 mL (%Wt/Vol. Phenol to Solvent--93.6%) of N,N-dimethylformamide. The mixture was vigorously stirred and heated to 110° C., and then 139.3 grams (1.14 moles--1.3 equiv.) of methyl 2-chloropropanoate was added during a one hour per... Reactants: C(#N)C=1C=C(C=CC1F)[N+](=O)[O-] (3-cyano-4-fluoronitrobenzene), NC=1C(=CC(=C(C1)O)Cl)F (5-amino-2-chloro-4-fluorophenol), C([O-])([O-])=O.[K+].[K+] (potassium carbonate). Solvent: CN(C=O)C (N,N-dimethylformamide). Reaction conditions: time 1 hour. Yields the product NC=1C(=CC(=C(OC2=C(C#N)C=C(C=C2)[N+](=O)[O-])C1)Cl)F (2-(5-amino-2-chloro-4-fluorophenoxy)-5-nitrobenzonitrile). Isolated yield 101.1%. RXN SMILES: [C:1]([C:3]1[CH:4]=[C:5]([N+:10]([O-:12])=[O:11])[CH:6]=[CH:7][C:8]=1F)#[N:2].[NH2:13][C:14]1[C:15]([F:22])=[CH:16][C:17]([Cl:21])=[C:18]([OH:20])[CH:19]=1.C(=O)([O-])[O-].[K+].[K+]>CN(C)C=O>[NH2:13][C:14]1[C:15]([F:22])=[CH:16][C:17]([Cl:21])=[C:18]([CH:19]=1)[O:20][C:8]1[CH:7]=[CH:6][C:5]([N+:10]([O-:12])=[O:11])=[CH:4][C:3]=1[C:1]#[N:2] |f:2.3.4|. Procedure: To a solution of 3-cyano-4-fluoronitrobenzene (7.0 g, 42.1 mmol) and 5-amino-2-chloro-4-fluorophenol (6.8 g, 42.1 mmol) in N,N-dimethylformamide (200 ml) was added potassium carbonate (8.71 g, 63.1 mmol), and the mixture was stirred at room temperature for 1 hr. Insoluble material was filtered off, and the filtrate was concentrated under reduced pressure. Water (200 mL) was added to the residue, and the mixture was extracted with ethyl acetate (270 mL)/tetrahydrofuran (30 mL). The organic layer ...